Dataset: the Open Reaction Database (ORD), a public repository of structured organic reaction records. Task: describe an organic reaction: reactants, conditions, products, and yield Starting materials: [Cl-].[Al+3].[Cl-].[Cl-] (aluminum chloride), ClC=1C=CC(=C(C(=O)Cl)C1)SCl (5-Chloro-2-Chlorosulfenylbenzoyl Chloride), three, [OH-].[Na+] (NaOH), ClC1=CC=CC=C1 (chlorobenzene), light yellow crystalline powder. Solvent: O (water). Conditions: time 1 hour. Yields the product ClC1=CC=2C(C3=CC(=CC=C3SC2C=C1)Cl)=O (2,7-dichloro-thioxanthen-9-one). Yield: 70.0%. Reaction SMILES: [Cl:1][C:2]1[CH:3]=[CH:4][C:5]([S:11]Cl)=[C:6]([CH:10]=1)[C:7](Cl)=[O:8].[Cl:13][C:14]1[CH:19]=[CH:18][CH:17]=[CH:16][CH:15]=1.[Cl-].[Al+3].[Cl-].[Cl-].[OH-].[Na+]>O>[Cl:1][C:2]1[CH:3]=[CH:4][C:5]2[S:11][C:17]3[C:16](=[CH:15][C:14]([Cl:13])=[CH:19][CH:18]=3)[C:7](=[O:8])[C:6]=2[CH:10]=1 |f:2.3.4.5,6.7|. Reported procedure: One half of the solution of 5-chloro-2-chlorosulfenylbenzoyl chloride (135 ml of 0.05 mole of Example 4) was charged into 200 ml three neck flask equipped similarly as the reaction flask in Example 4. About 11.2 g of chlorobenzene was added and at the temperature of this mixture maintained in the range of 20°-30° C while 6.75 g of powdered aluminum chloride (0.05 mole) was charged in small portions in approximately 30 minutes. After the charging the batch was stirred for an additional 1 hour, wh... Reactants: 20, C(#N)C(CC(=O)[O-])=C1CC[C@H]2[C@@H]3CC=C4C[C@H](CC[C@]4(C)[C@H]3CC[C@]12C)O.[Na+] (sodium 20-cyano-3β-hydroxypregna-5,17(20)-diene-21-carboxylate), Cl (hydrochloric acid). The solvent is O (water). Product: C(#N)C(CC(=O)O)=C1CC[C@H]2[C@@H]3CC=C4C[C@H](CC[C@]4(C)[C@H]3CC[C@]12C)O (20-cyano-3β-hydroxypregna-5,17(20)-diene-21-carboxylic acid). Reaction SMILES: [C:1]([C:3](=[C:8]1[C@:25]2([CH3:26])[C@H:11]([C@H:12]3[C@H:22]([CH2:23][CH2:24]2)[C@:20]2([CH3:21])[C:15]([CH2:16][C@@H:17]([OH:27])[CH2:18][CH2:19]2)=[CH:14][CH2:13]3)[CH2:10][CH2:9]1)[CH2:4][C:5]([O-:7])=[O:6])#[N:2].[Na+].Cl>O>[C:1]([C:3](=[C:8]1[C@:25]2([CH3:26])[C@H:11]([C@H:12]3[C@H:22]([CH2:23][CH2:24]2)[C@:20]2([CH3:21])[C:15]([CH2:16][C@@H:17]([OH:27])[CH2:18][CH2:19]2)=[CH:14][CH2:13]3)[CH2:10][CH2:9]1)[CH2:4][C:5]([OH:7])=[O:6])#[N:2] |f:0.1|. Procedure details: A solution of 20 parts of sodium 20-cyano-3β-hydroxypregna-5,17(20)-diene-21-carboxylate in 1000 parts of warm water is acidified with 100 parts of 4% hydrochloric acid. Approximately 1 hour later, the precipitate which has formed is separated by filtration, washed with water, dried in vacuo, and recrystallized from methanol to give 20-cyano-3β-hydroxypregna-5,17(20)-diene-21-carboxylic acid melting at 245°-250°. The product has the formula ##STR3## Reactants: COC1=CC=C(C=C1)B(O)O (4-methoxyphenyl boronic acid), C(C)(C)(C)OC(=O)N1C(C(=C[C@@H]1CO[Si](C)(C)C(C)(C)C)Br)=O ((5R)-3-Bromo-5-(tert-butyl-dimethylsilanyloxymethyl)-2-oxo-2,5-dihydropyrrole-1 -carboxylic acid tert-butyl ester), C1(=CC=CC=C1)C (toluene), C([O-])([O-])=O.[Na+].[Na+] (sodium carbonate). The solvent is C(C)(C)OC(C)C (diisopropyl ether), Cl (hydrochloric acid), O (water). The product is C(C)(C)(C)OC(=O)N1C(C(=C[C@@H]1CO[Si](C)(C)C(C)(C)C)C1=CC=C(C=C1)OC)=O ((5R)-5-(tert-Butyl-dimethylsilanyloxymethyl)-3-(4-methoxyphenyl)-2-oxo-2,5-dihydropyrrole-1-carboxylic acid tert-butyl ester). Isolated yield 53.1%. RXN SMILES: [CH3:1][O:2][C:3]1[CH:8]=[CH:7][C:6](B(O)O)=[CH:5][CH:4]=1.[C:12]([O:16][C:17]([N:19]1[C@@H:23]([CH2:24][O:25][Si:26]([C:29]([CH3:32])([CH3:31])[CH3:30])([CH3:28])[CH3:27])[CH:22]=[C:21](Br)[C:20]1=[O:34])=[O:18])([CH3:15])([CH3:14])[CH3:13].C1(C)C=CC=CC=1.C(=O)([O-])[O-].[Na+].[Na+]>C(OC(C)C)(C)C.Cl.O>[C:12]([O:16][C:17]([N:19]1[C@@H:23]([CH2:24][O:25][Si:26]([C:29]([CH3:32])([CH3:31])[CH3:30])([CH3:27])[CH3:28])[CH:22]=[C:21]([C:6]2[CH:7]=[CH:8][C:3]([O:2][CH3:1])=[CH:4][CH:5]=2)[C:20]1=[O:34])=[O:18])([CH3:15])([CH3:13])[CH3:14] |f:3.4.5|. Reported procedure: The diethanolamine complex of 4-methoxyphenyl boronic acid (2.5 grams, 11 mmol) was stirred in a mixture of diisopropyl ether (50 mL) and 1.5M aqueous hydrochloric acid solution (30 mL) for 2 hours. After separation of the aqueous layer, toluene (50 mL) was added and the mixture was concentrated to remove most of the diisopropyl ether. (5R)-3-Bromo-5-(tert-butyl-dimethylsilanyloxymethyl)-2-oxo-2,5-dihydropyrrole-1 -carboxylic acid tert-butyl ester (3.0 grams, 7.38 mmol), toluene (150 mL), and a ... The reactants are CCOCC (ether), BrCC(=O)C1=CC=C(C=C1)C (2-bromo-4′-methylacetophenone), NC1(NC=C(C=C1)C)C (2-amino-5-methyl picoline), C(=O)([O-])[O-].[K+].[K+] (K2CO3). Run in CCO (EtOH). Run at temperature 93 celsius, time 30 minute. The product is CC=1C=CC=2N(C1)C=C(N2)C2=CC=C(C=C2)C (6-Methyl-2-(4-methylphenyl)-imidazo[1,2-a]-pyridine). The yield is 66.1%. As a reaction SMILES: Br[CH2:2][C:3]([C:5]1[CH:10]=[CH:9][C:8]([CH3:11])=[CH:7][CH:6]=1)=O.[NH2:12][C:13]1(C)[CH:18]=[CH:17][C:16]([CH3:19])=[CH:15][NH:14]1.C([O-])([O-])=O.[K+].[K+].CCOCC>CCO>[CH3:19][C:16]1[CH:17]=[CH:18][C:13]2[N:14]([CH:2]=[C:3]([C:5]3[CH:10]=[CH:9][C:8]([CH3:11])=[CH:7][CH:6]=3)[N:12]=2)[CH:15]=1 |f:2.3.4|. Procedure details: A mixture of 2-bromo-4′-methylacetophenone (90% pure, 10.21 g, 43.11 mmol), 2-amino-5-methyl picoline (4.66 g, 43.11 mmol) and K2CO3 (6.6 g, 47.75 mmol) in absolute EtOH (70 ml) was heated at 93° C. overnight. After cooled to 40° C., ether (100 mL) was added. The mixture was stirred for 30 minutes and cooled by ice-water bath. After removal of solvent through filtration, the solid was stirred with water (50 ml) for 30 minutes and filtered, rinsed with water and dried under vacuum at 80° C. for 2... The reactants are O=CO, CCCN(C(=O)NCCCl)C1OCC(O)C(O)C1O, O=N[O-], [Na+]. Product: CCCN(C(=O)N(CCCl)N=O)C1OCC(O)C(O)C1O. As a reaction SMILES: [CH:24]([OH:25])=[O:26].[Cl:1][CH2:2][CH2:3][NH:4][C:5](=[O:6])[N:7]([CH:8]1[CH:9]([OH:10])[CH:11]([OH:12])[CH:13]([OH:14])[CH2:15][O:16]1)[CH2:17][CH2:18][CH3:19].[N:20](=[O:21])[O-:22].[Na+:23]>>[Cl:1][CH2:2][CH2:3][N:4]([C:5](=[O:6])[N:7]([CH:8]1[CH:9]([OH:10])[CH:11]([OH:12])[CH:13]([OH:14])[CH2:15][O:16]1)[CH2:17][CH2:18][CH3:19])[N:20]=[O:21]. The reactants are ClCCl, CN(C)C(=O)Cl, NS(=O)(=O)c1ccccc1OC(Cl)=CCl, C1CCC2=NCCCN2CC1. The product is CN(C)C(=O)NS(=O)(=O)c1ccccc1OC(Cl)=CCl. RXN SMILES: [CH2:33]([Cl:34])[Cl:35].[CH3:1][N:2]([C:3](=[O:4])[Cl:5])[CH3:6].[Cl:7][C:8](=[CH:9][Cl:10])[O:11][c:12]1[c:13]([S:18](=[O:19])(=[O:20])[NH2:21])[cH:14][cH:15][cH:16][cH:17]1.[N:22]12[CH2:23][CH2:24][CH2:25][N:26]=[C:27]1[CH2:28][CH2:29][CH2:30][CH2:31][CH2:32]2>>[CH3:1][N:2]([C:3](=[O:4])[NH:21][S:18]([c:13]1[c:12]([O:11][C:8]([Cl:7])=[CH:9][Cl:10])[cH:17][cH:16][cH:15][cH:14]1)(=[O:19])=[O:20])[CH3:6].